This data is from the Open Reaction Database (ORD), a public repository of structured organic reaction records. The task is: describe an organic reaction: reactants, conditions, products, and yield Starting materials: ClC=1C=NC=C(C1SC1=C(C=C(S1)C(=O)NCCC=O)[N+](=O)[O-])Cl (5-((3,5-dichloropyridin-4-yl)thio)-4-nitro-N-(3-oxopropyl)thiophene-2-carboxamide), CN(C1CCNCC1)C (N,N-dimethylpiperidin-4-amine). The product is ClC=1C=NC=C(C1SC1=C(C=C(S1)C(=O)NCCCN1CCC(CC1)N(C)C)[N+](=O)[O-])Cl (5-((3,5-dichloropyridin-4-yl)thio)-N-(3-(4-(dimethylamino)piperidin-1-yl)propyl)-4-nitrothiophene-2-carboxamide), solid. Isolated yield 25.0%. As a reaction SMILES: [Cl:1][C:2]1[CH:3]=[N:4][CH:5]=[C:6]([Cl:24])[C:7]=1[S:8][C:9]1[S:13][C:12]([C:14]([NH:16][CH2:17][CH2:18][CH:19]=O)=[O:15])=[CH:11][C:10]=1[N+:21]([O-:23])=[O:22].[CH3:25][N:26]([CH3:33])[CH:27]1[CH2:32][CH2:31][NH:30][CH2:29][CH2:28]1>>[Cl:1][C:2]1[CH:3]=[N:4][CH:5]=[C:6]([Cl:24])[C:7]=1[S:8][C:9]1[S:13][C:12]([C:14]([NH:16][CH2:17][CH2:18][CH2:19][N:30]2[CH2:31][CH2:32][CH:27]([N:26]([CH3:33])[CH3:25])[CH2:28][CH2:29]2)=[O:15])=[CH:11][C:10]=1[N+:21]([O-:23])=[O:22]. Procedure details: Prepared according to the procedure described for step D of example 223 from 5-((3,5-dichloropyridin-4-yl)thio)-4-nitro-N-(3-oxopropyl)thiophene-2-carboxamide (100 mg, 0.23 mmol) and N,N-dimethylpiperidin-4-amine (6.0 mg, 0.28 mmol). The title compound was afforded as a solid (30.0 mg, 25% yield). 1H NMR (400 MHz, d6-DMSO) δ: 9.02 (2H, s), 8.88 (1H, m), 8.46 (1H, s), 3.23 (2H, m), 2.93 (2H, m), 2.31 (9H, m), 1.91 (2H, m), 1.79 (2H, m), 1.66 (2H, m), 1.41 (2H, m). MS m/z: 518.16, 520.15 [M+H]+. Starting materials: [Si](C)(C)(C(C)(C)C)O[C@H](C)[C@H]1C(N[C@@H]1SC(=S)SC(CNC(=O)OCC1=CC=C(C=C1)[N+](=O)[O-])C)=O ((3S, 4R)-3-[(R)-1-t-butyldimethylsilyloxyethyl]-4-[1-methyl-2-p-nitrobenzyloxycarbonylaminoethylthio(thiocarbonyl)]thioazetidin-2-one), O.C(C=O)(=O)OCC1=CC=C(C=C1)[N+](=O)[O-] (p-nitrobenzyl glyoxylate hydrate). Solvent: C1=CC=CC=C1 (benzene). Yields the product [Si](C)(C)(C(C)(C)C)O[C@H](C)[C@H]1C(N([C@@H]1SC(=S)SC(CNC(=O)OCC1=CC=C(C=C1)[N+](=O)[O-])C)C(C(=O)OCC1=CC=C(C=C1)[N+](=O)[O-])O)=O ((3S, 4R)-3-[(R)-1-t-Butyldimethylsilyloxyethyl]-1-[1-hydroxy-1-(p-nitrobenzyloxycarbonyl)methyl]-4-[1-methyl-2-p-nitrobenzyloxycarbonylaminoethylthio(thiocarbonyl)]thioazetidin-2-one). Isolated yield 74.7%. Reaction SMILES: [Si:1]([O:8][C@@H:9]([C@@H:11]1[C@@H:14]([S:15][C:16]([S:18][CH:19]([CH3:35])[CH2:20][NH:21][C:22]([O:24][CH2:25][C:26]2[CH:31]=[CH:30][C:29]([N+:32]([O-:34])=[O:33])=[CH:28][CH:27]=2)=[O:23])=[S:17])[NH:13][C:12]1=[O:36])[CH3:10])([C:4]([CH3:7])([CH3:6])[CH3:5])([CH3:3])[CH3:2].O.[C:38]([O:42][CH2:43][C:44]1[CH:49]=[CH:48][C:47]([N+:50]([O-:52])=[O:51])=[CH:46][CH:45]=1)(=[O:41])[CH:39]=[O:40]>C1C=CC=CC=1>[Si:1]([O:8][C@@H:9]([C@@H:11]1[C@@H:14]([S:15][C:16]([S:18][CH:19]([CH3:35])[CH2:20][NH:21][C:22]([O:24][CH2:25][C:26]2[CH:27]=[CH:28][C:29]([N+:32]([O-:34])=[O:33])=[CH:30][CH:31]=2)=[O:23])=[S:17])[N:13]([CH:39]([OH:40])[C:38]([O:42][CH2:43][C:44]2[CH:45]=[CH:46][C:47]([N+:50]([O-:52])=[O:51])=[CH:48][CH:49]=2)=[O:41])[C:12]1=[O:36])[CH3:10])([C:4]([CH3:7])([CH3:5])[CH3:6])([CH3:3])[CH3:2] |f:1.2|. Procedure details: A mixture of 230 mg (0.40 mmole) of (3S, 4R)-3-[(R)-1-t-butyldimethylsilyloxyethyl]-4-[1-methyl-2-p-nitrobenzyloxycarbonylaminoethylthio(thiocarbonyl)]thioazetidin-2-one, 182 mg (0.80 mmole) of p-nitrobenzyl glyoxylate hydrate and 5 ml of benzene was heated under reflux for 10 hours. After completion of the reaction the solvent was distilled off and the resulting residue was subjected to column chromatography through 10 g of silica gel eluted with a 7-10% v/v solution of ethyl acetate in benzene... The reactants are COC(Cl)Cl (1,1-dichloromethyl methyl ether), C(C)(C)(C)O (tert-butyl alcohol), C(C(=O)C)(=O)O (pyruvic acid), N1=CC=CC=C1 (Pyridine). The solvent is C(Cl)Cl (methylene chloride). Reaction conditions: time 1 hour. The product is C(C(=O)C)(=O)OC(C)(C)C (tert-butyl pyruvate). As a reaction SMILES: [C:1]([OH:5])([CH3:4])([CH3:3])[CH3:2].[C:6](O)(=[O:10])[C:7]([CH3:9])=[O:8].N1C=CC=CC=1.COC(Cl)Cl>C(Cl)Cl>[C:6]([O:5][C:1]([CH3:4])([CH3:3])[CH3:2])(=[O:10])[C:7]([CH3:9])=[O:8]. Procedure details: tert-Butyl pyruvate was prepared as follows: tert-butyl alcohol (444 mg, 6 mmol) and pyruvic acid (528 mg, 6 mmol) were dissolved in methylene chloride (30 mL) and cooled on an ice bath. Pyridine (948 mg. 0.97 mL, 12 mmol) was added, followed by addition of 1,1-dichloromethyl methyl ether (690 mg, 0.53 mL, 6 mmol). The reaction mixture was stirred for 1 h on an ice bath, warmed to room temperature and washed with 30 mL of 5% aqueous HCl, 30 mL of saturated aqueous NaHCO3, and 30 mL of saturated ... Starting materials: C(C)(=O)OCC.CO (ethyl acetate methanol), COC=1C=C2CCC(N(C2=CC1CN[C@@H]1[C@@H](NCCC1)C1=CC=CC=C1)C)=O (6-Methoxy-1-methyl-7-[(2S,3S)-(2-phenyl-piperidin-3-ylamino)-methyl]-3,4-dihydro-1H-quinolin-2-one), C([O-])([O-])=O.[K+].[K+] (potassium carbonate), O=C1CCC(N1)COS(=O)(=O)C1=CC=C(C=C1)C (toluene-4-sulfonic acid 5-oxo-pyrrolidin-2-ylmethyl ester). Run in CN(C)C=O (DMF), C(Cl)Cl (methylene chloride). Run at temperature 60 celsius. Product: COC=1C=C2CCC(N(C2=CC1CN[C@@H]1[C@@H](N(CCC1)C[C@H]1NC(CC1)=O)C1=CC=CC=C1)C)=O (6-Methoxy-1-methyl-7-{[1-((2S)-5-oxo-pyrrolidin-2-ylmethyl)-(2S,3S)-2-phenyl-piperidin-3-ylamino]-methyl}-3,4-dihydro-1H-quinolin-2-one). Isolated yield 10.0%. Reaction SMILES: C(OCC)(=O)C.CO.[CH3:9][O:10][C:11]1[CH:12]=[C:13]2[C:18](=[CH:19][C:20]=1[CH2:21][NH:22][C@H:23]1[CH2:28][CH2:27][CH2:26][NH:25][C@H:24]1[C:29]1[CH:34]=[CH:33][CH:32]=[CH:31][CH:30]=1)[N:17]([CH3:35])[C:16](=[O:36])[CH2:15][CH2:14]2.C(=O)([O-])[O-].[K+].[K+].[O:43]=[C:44]1[NH:48][CH:47]([CH2:49]OS(C2C=CC(C)=CC=2)(=O)=O)[CH2:46][CH2:45]1>CN(C=O)C.C(Cl)Cl>[CH3:9][O:10][C:11]1[CH:12]=[C:13]2[C:18](=[CH:19][C:20]=1[CH2:21][NH:22][C@H:23]1[CH2:28][CH2:27][CH2:26][N:25]([CH2:49][C@@H:47]3[CH2:46][CH2:45][C:44](=[O:43])[NH:48]3)[C@H:24]1[C:29]1[CH:34]=[CH:33][CH:32]=[CH:31][CH:30]=1)[N:17]([CH3:35])[C:16](=[O:36])[CH2:15][CH2:14]2 |f:0.1,3.4.5|. Procedure: To of (S)-(+)-5-(Hydroxymethyl)-2-pyrrolidinone (1.0 g 8.69 mmol) and triethylamine (1.21 ml, 8.69 mmol) in 50 mL of methylene chloride was added 1.66 g (8.69 mmol) of p-toluenesulfonyl chloride. The resultant solution was stirred at room temperature for 3 days. The organic solution was washed 1× with water, dried over MgSO4, filtered, and concentrated. Silica gel chromatography (95:5 ethyl acetate/methanol) gave 1.65 g (71%) of toluene-4-sulfonic acid 5-oxo-pyrrolidin-2-ylmethyl ester as a whit... Reactants: ClC1=NC2=CC=CC=C2C=C1C1=CC=C(C=C1)F (2-chloro-3-(p-fluorophenyl)quinoline), NC(=S)N (thiourea). The solvent is C(C)O (ethanol). Conditions: time 5 minute. Product: FC1=CC=C(C=C1)C=1C(NC2=CC=CC=C2C1)=S (3-(p-fluorophenyl)quinolin-2-thione). Reaction SMILES: Cl[C:2]1[C:11]([C:12]2[CH:17]=[CH:16][C:15]([F:18])=[CH:14][CH:13]=2)=[CH:10][C:9]2[C:4](=[CH:5][CH:6]=[CH:7][CH:8]=2)[N:3]=1.NC(N)=[S:21]>C(O)C>[F:18][C:15]1[CH:16]=[CH:17][C:12]([C:11]2[C:2](=[S:21])[NH:3][C:4]3[C:9]([CH:10]=2)=[CH:8][CH:7]=[CH:6][CH:5]=3)=[CH:13][CH:14]=1. Procedure: A mixture of 2-chloro-3-(p-fluorophenyl)quinoline (6.03 g., see Example 3) and thiourea (1.8 g.) in ethanol (30 ml.) was heated under reflux for 2 hr. The solution was allowed to cool to ambient temperature, the solid which precipitated was filtered off, dispersed in 1 M-sodium hydroxide solution (100 ml.), and the dispersion heated on a steam bath for 20 min. The mixture was acidified with 2 M-hydrochloric acid solution. The resulting mixture was filtered, the solid residue was stirred with hot... Starting materials: O (water), CS(=O)(=O)C1=CC=C(C=O)C=C1 (4-methylsulfonylbenzaldehyde), C1CC2=CC=CC=C2CC1=O (beta-tetralone), Cl (Hydrochloric acid). Run in C(C)OC(C)=O.CCCCCC (ethylacetate n-hexane), ClCCl (dichloromethane), C(C)(=O)O (acetic acid). Conditions: temperature 7.5 celsius, time 3 hour. Product: CS(=O)(=O)C1=CC=C(\C=C/2\C(CCC3=CC=CC=C23)=O)C=C1 ((E)-1-(4-methanesulfonyl-benzylidene)-3,4-dihydro-1H-naphthalene-2-one). The yield is 77.8%. As a reaction SMILES: [CH3:1][S:2]([C:5]1[CH:12]=[CH:11][C:8]([CH:9]=O)=[CH:7][CH:6]=1)(=[O:4])=[O:3].Cl.[CH2:14]1[C:23](=[O:24])[CH2:22][C:21]2[C:16](=[CH:17][CH:18]=[CH:19][CH:20]=2)[CH2:15]1.O>C(O)(=O)C.C(OC(=O)C)C.CCCCCC.ClCCl>[CH3:1][S:2]([C:5]1[CH:12]=[CH:11][C:8](/[CH:9]=[C:22]2/[C:23](=[O:24])[CH2:14][CH2:15][C:16]3[C:21]/2=[CH:20][CH:19]=[CH:18][CH:17]=3)=[CH:7][CH:6]=1)(=[O:4])=[O:3] |f:5.6|. Reported procedure: 4-methylsulfonylbenzaldehyde (1.0 g, 5.43 mmol) was dissolved in glacial acetic acid (20 ml) and con. Hydrochloric acid (10 ml) was added and cooled at 5-10° C. Then, beta-tetralone (0.72 ml, 5.45 mmol) was dropped slowly and stirred for 3 hours at the same temperature. At room temperature, water (200 ml) and dichloromethane (200 ml) were poured, separated with layers, washed with the saturated brine, dried over anhydrous magnesium sulfate and then concentrated under reduced pressure. The residu... The reactants are O1CCCC=C1 (3,4-Dihydro-2H-pyran), C(C)(=O)O[C@H]1C(O)S[C@@H]([C@H]([C@@H]1OC(C)=O)OC(C)=O)COC(C)=O (2,3,4,6-tetra-O-acetyl-5-thio-D-glucopyranose), C([O-])(O)=O.[Na+] (sodium bicarbonate). The reagents and catalysts are O.C1(=CC=C(C=C1)S(=O)(=O)O)C (p-toluenesulfonic acid monohydrate). Run in C(Cl)(Cl)Cl (chloroform). Run at time 1 hour. The product is O1C(CCCC1)C1(O)[C@H](OC(C)=O)[C@@H](OC(C)=O)[C@H](OC(C)=O)[C@H](S1)COC(C)=O (tetrahydro-2H-pyran-2-yl 2,3,4,6-tetra-O-acetyl-5-thio-D-glucopyranose). Yield: 104.0%. RXN SMILES: [O:1]1[CH:6]=[CH:5][CH2:4][CH2:3][CH2:2]1.[C:7]([O:10][C@@H:11]1[C@@H:17]([O:18][C:19](=[O:21])[CH3:20])[C@H:16]([O:22][C:23](=[O:25])[CH3:24])[C@@H:15]([CH2:26][O:27][C:28](=[O:30])[CH3:29])[S:14][CH:12]1[OH:13])(=[O:9])[CH3:8].C(=O)(O)[O-].[Na+]>O.C1(C)C=CC(S(O)(=O)=O)=CC=1.C(Cl)(Cl)Cl>[O:1]1[CH2:2][CH2:3][CH2:4][CH2:5][CH:6]1[C:12]1([S:14][C@H:15]([CH2:26][O:27][C:28](=[O:30])[CH3:29])[C@@H:16]([O:22][C:23](=[O:25])[CH3:24])[C@H:17]([O:18][C:19](=[O:21])[CH3:20])[C@H:11]1[O:10][C:7](=[O:9])[CH3:8])[OH:13] |f:2.3,4.5|. Procedure: 3,4-Dihydro-2H-pyran (1.5 mL, 16.5 mmol) and p-toluenesulfonic acid monohydrate (104 mg, 0.549 mmol) were added to a chloroform (40 mL) solution of 2,3,4,6-tetra-O-acetyl-5-thio-D-glucopyranose (2.0 g, 5.49 mmol) and stirred at room temperature for one hour. The reaction mixture was added with a saturated sodium bicarbonate aqueous solution and extracted with chloroform, and after the organic layer was washed with brine, it was dried with anhydrous magnesium sulfate. After the desiccant was filt... As a reaction SMILES: [Br:14][CH2:15][C:16](=[O:17])[O:18][CH2:19][CH3:20].[C:8](=[O:9])([O-:10])[O-:11].[CH3:21][CH2:22][O:23][CH2:24][CH3:25].[K+:12].[K+:13].[O:26]=[CH:27][N:28]([CH3:29])[CH3:30].[SH:1][c:2]1[cH:3][cH:4][cH:5][cH:6][cH:7]1>>[S:1]([c:2]1[cH:3][cH:4][cH:5][cH:6][cH:7]1)[CH2:15][C:16](=[O:17])[O:18][CH2:19][CH3:20]. The reactants are CCOC(=O)CBr, O=C([O-])[O-], CCOCC, [K+], [K+], CN(C)C=O, Sc1ccccc1. Product: CCOC(=O)CSc1ccccc1. Yields the product C[Si](C)(C)CCOCn1c2cc(-c3ncccc3C(F)(F)F)ccc2c(=O)n1-c1ccc(C(F)(F)F)cc1. Reaction SMILES: [Br:1][c:2]1[cH:3][cH:4][c:5]2[c:6](=[O:29])[n:7](-[c:19]3[cH:20][cH:21][c:22]([C:25]([F:26])([F:27])[F:28])[cH:23][cH:24]3)[n:8]([CH2:11][O:12][CH2:13][CH2:14][Si:15]([CH3:16])([CH3:17])[CH3:18])[c:9]2[cH:10]1.[C:46](=[O:47])([O-:48])[O-:49].[Cl:35][c:36]1[n:37][cH:38][cH:39][cH:40][c:41]1[C:42]([F:43])([F:44])[F:45].[K+:34].[Na+:50].[Na+:51].[O-:30][C:31]([CH3:32])=[O:33].[O:52]1[CH2:53][CH2:54][O:55][CH2:56][CH2:57]1>>[c:2]1(-[c:36]2[n:37][cH:38][cH:39][cH:40][c:41]2[C:42]([F:43])([F:44])[F:45])[cH:3][cH:4][c:5]2[c:6](=[O:29])[n:7](-[c:19]3[cH:20][cH:21][c:22]([C:25]([F:26])([F:27])[F:28])[cH:23][cH:24]3)[n:8]([CH2:11][O:12][CH2:13][CH2:14][Si:15]([CH3:16])([CH3:17])[CH3:18])[c:9]2[cH:10]1. Reactants: C[Si](C)(C)CCOCn1c2cc(Br)ccc2c(=O)n1-c1ccc(C(F)(F)F)cc1, O=C([O-])[O-], FC(F)(F)c1cccnc1Cl, [K+], [Na+], [Na+], CC(=O)[O-], C1COCCO1. The reactants are OS(=O)(=O)O (H2SO4), [C-]#N.[K+] (KCN), COC(=O)C1COCC1=O (4-oxo-tetrahydro furane 3-carboxylic acid methyl ester). Solvent: O (water), CCOCC (ether). Run at time 16 hour. The product is COC(=O)C1COCC1C#N (4-cyano-tetrahydro furane 3-carboxylic acid methyl ester). Reaction SMILES: [C-:1]#[N:2].[K+].[CH3:4][O:5][C:6]([CH:8]1[C:12](=O)[CH2:11][O:10][CH2:9]1)=[O:7].OS(O)(=O)=O>O.CCOCC>[CH3:4][O:5][C:6]([CH:8]1[CH:12]([C:1]#[N:2])[CH2:11][O:10][CH2:9]1)=[O:7] |f:0.1|. Procedure details: To a stirred solution of 3.9 g (60 mmol) KCN in 5.5 ml of water at 4° C., a solution of 2.9 g (20 mmol) of 4-oxo-tetrahydro furane 3-carboxylic acid methyl ester in ether (26 ml) was added. To the precipitate of salts, 3.5 ml H2SO4 (18 N) was added and stirred for 16 hours. Then the organic solution was separated, the salts were washed twice with benzene, dried over sodium sulfate and concentrated in vacuo to give 4-cyano-tetrahydro furane 3-carboxylic acid methyl ester.